This data is from the Open Reaction Database (ORD), a public repository of structured organic reaction records. The task is: describe an organic reaction: reactants, conditions, products, and yield Reactants: ICCCCCCC1=CC=CC=C1 (6-Iodo-1-phenylhexane), C(C)(=O)CC(C)=O (acetyl acetone), C([O-])([O-])=O.[K+].[K+] (potassium carbonate). Solvent: C(C)O (ethanol). Reaction conditions: time 18 hour. Product: C1(=CC=CC=C1)CCCCCCCC(C)=O (9-phenylnonan-2-one). The yield is 53.5%. Reaction SMILES: I[CH2:2][CH2:3][CH2:4][CH2:5][CH2:6][CH2:7][C:8]1[CH:13]=[CH:12][CH:11]=[CH:10][CH:9]=1.[C:14]([CH2:17]C(=O)C)(=[O:16])[CH3:15].C(=O)([O-])[O-].[K+].[K+]>C(O)C>[C:8]1([CH2:7][CH2:6][CH2:5][CH2:4][CH2:3][CH2:2][CH2:15][C:14](=[O:16])[CH3:17])[CH:13]=[CH:12][CH:11]=[CH:10][CH:9]=1 |f:2.3.4|. Reported procedure: 6-Iodo-1-phenylhexane (17.43 g, 0.061 mol), acetyl acetone(6.66 g, 0.067) and potassium carbonate (8.41 g, 0.061 mol) were dissolved in dry absolute ethanol (75 ml) nd the solution was retluxed for 18 hours. After cooling to room temperature the solution was filtered and evaporated under reduced pressure to an oil. This was partitioned between ethyl acetate (80 ml) and water (80 ml), and the organic layer was washed with brine, dried and evaporated to an orange oil (15.27 g). This was purified b... As a reaction SMILES: [B:26]([Br:27])([Br:28])[Br:29].[CH3:30][OH:31].[Cl:34][CH2:35][Cl:36].[F:1][c:2]1[c:3](-[n:12]2[n:13][n:14][c:15](-[c:18]3[cH:19][cH:20][c:21]([O:24][CH3:25])[cH:22][cH:23]3)[c:16]2[NH2:17])[cH:4][cH:5][c:6]([C:8]([F:9])([F:10])[F:11])[cH:7]1.[Na+:33].[OH-:32].[OH2:37]>>[F:1][c:2]1[c:3](-[n:12]2[n:13][n:14][c:15](-[c:18]3[cH:19][cH:20][c:21]([OH:24])[cH:22][cH:23]3)[c:16]2[NH2:17])[cH:4][cH:5][c:6]([C:8]([F:9])([F:10])[F:11])[cH:7]1. The reactants are BrB(Br)Br, CO, ClCCl, COc1ccc(-c2nnn(-c3ccc(C(F)(F)F)cc3F)c2N)cc1, [Na+], [OH-], O. Product: Nc1c(-c2ccc(O)cc2)nnn1-c1ccc(C(F)(F)F)cc1F. Reactants: [OH-].[Na+] (NaOH), C([O-])([O-])=O.[K+].[K+] (potassium carbonate), ClC1=CC(=C(C=C1)F)[N+](=O)[O-] (4-chloro-1-fluoro-2-nitrobenzene), C(C=1C(N)=CC=CC1)(=O)O (anthranilic acid). The reagents and catalysts are [Cu] (Copper). Solvent: O (water), C(CCCC)O (pentanol). Run at temperature 140 celsius, time 2 hour. Yields the product ClC1=CC(=C(C=C1)NC1=C(C(=O)O)C=CC=C1)[N+](=O)[O-] (2-[(4-Chloro-2-nitrophenyl)amino]benzoic Acid). Reaction SMILES: [Cl:1][C:2]1[CH:7]=[CH:6][C:5](F)=[C:4]([N+:9]([O-:11])=[O:10])[CH:3]=1.[C:12]([OH:21])(=[O:20])[C:13]1[C:14](=[CH:16][CH:17]=[CH:18][CH:19]=1)[NH2:15].C(=O)([O-])[O-].[K+].[K+].[OH-].[Na+]>C(O)CCCC.[Cu].O>[Cl:1][C:2]1[CH:7]=[CH:6][C:5]([NH:15][C:14]2[CH:16]=[CH:17][CH:18]=[CH:19][C:13]=2[C:12]([OH:21])=[O:20])=[C:4]([N+:9]([O-:11])=[O:10])[CH:3]=1 |f:2.3.4,5.6|. Procedure: A solution of 4-chloro-1-fluoro-2-nitrobenzene (20 g, 114 mmol) and anthranilic acid (17.4 g, 127 mmol) in pentanol (250 mL) was heated to 120° C. in a Dean-Stark apparatus. Copper (126 mg, 2 mmol) was added, followed by potassium carbonate (12.7 g, 92 mmol). The resulting reaction mixture was stirred at 120° C. for 0.5 h and at 140° C. for 2 h. Subsequently, water and 1N (aq.) NaOH were added to dissolve the product. Then, the pH was adjusted to pH 5 and the water layer was extracted with ethyl... Reactants: CCNc1nc(C)cc(NC2CCCCC2)n1, CC#N, O=C1CCC(=O)N1I. The product is CCNc1nc(C)c(I)c(NC2CCCCC2)n1. Reaction SMILES: [CH2:1]([CH3:2])[NH:3][c:4]1[n:5][c:6]([CH3:17])[cH:7][c:8]([NH:10][CH:11]2[CH2:12][CH2:13][CH2:14][CH2:15][CH2:16]2)[n:9]1.[CH3:26][C:27]#[N:28].[I:18][N:19]1[C:20](=[O:21])[CH2:22][CH2:23][C:24]1=[O:25]>>[CH2:1]([CH3:2])[NH:3][c:4]1[n:5][c:6]([CH3:17])[c:7]([I:18])[c:8]([NH:10][CH:11]2[CH2:12][CH2:13][CH2:14][CH2:15][CH2:16]2)[n:9]1. Starting materials: CN(C=O)C (N,N-dimethylformamide), BrC=1C=CC(=NC1)NC(C(C)(C)C)=O (N-(5-Bromo-pyridin-2-yl)-2,2-dimethyl-propionamide), C(CCC)[Li] (n-butyllithium), KHCO3, COC(C)(C)C (tert-butyl methyl ether). Run in C1CCOC1 (THF), C1CCOC1 (THF). Run at temperature -70 celsius, time 1 hour. Yields the product C(=O)C=1C=CC(=NC1)NC(C(C)(C)C)=O (N-(5-formyl-pyridin-2-yl)-2,2-dimethyl-propionamide). As a reaction SMILES: Br[C:2]1[CH:3]=[CH:4][C:5]([NH:8][C:9](=[O:14])[C:10]([CH3:13])([CH3:12])[CH3:11])=[N:6][CH:7]=1.C([Li])CCC.CN(C)[CH:22]=[O:23].COC(C)(C)C>C1COCC1>[CH:22]([C:2]1[CH:3]=[CH:4][C:5]([NH:8][C:9](=[O:14])[C:10]([CH3:13])([CH3:12])[CH3:11])=[N:6][CH:7]=1)=[O:23]. Procedure: A solution of N-(5-Bromo-pyridin-2-yl)-2,2-dimethyl-propionamide (8.7 g, Kelly, Tetrahedron Lett., 32, 1991, 4263) in THF (200 mL) was cooled to −70° C. under an argon atmosphere and treated dropwise over 30 minutes with n-butyllithium (45.78 mL, 1.6 M in hexane, Acros). The mixture was stirred 1 h at −70° C. and then treated dropwise (over 10 minutes, at −70° C.) with a mixture of N,N-dimethylformamide (5.25 mL) in THF (5 mL), and stirring was continued for further 30 minutes. The reaction mixt... Starting materials: COC(C)(C)OC (2,2-dimethoxy propane), CS(=O)(=O)O (methane sulfonic acid), ClC[C@H](C[C@H](CC(=O)N(C(C)C)C(C)C)O)O ((3R,5S)-6-chloro-3,5-dihydroxy-N,N-diisopropylhexanamide). Run in CC(=O)C (acetone). Run at temperature 30 celsius, time 3 hour. The product is ClC[C@@H]1C[C@@H](OC(O1)(C)C)CC(=O)N(C(C)C)C(C)C (2-((4R,6S)-6-(chloromethyl)-2,2-dimethyl-1,3-dioxan-4-yl)-N,N-diisopropylacetamide). RXN SMILES: CO[C:3](OC)([CH3:5])[CH3:4].CS(O)(=O)=O.[Cl:13][CH2:14][C@@H:15]([OH:29])[CH2:16][C@@H:17]([OH:28])[CH2:18][C:19]([N:21]([CH:25]([CH3:27])[CH3:26])[CH:22]([CH3:24])[CH3:23])=[O:20]>CC(C)=O>[Cl:13][CH2:14][C@H:15]1[O:29][C:3]([CH3:5])([CH3:4])[O:28][C@@H:17]([CH2:18][C:19]([N:21]([CH:22]([CH3:23])[CH3:24])[CH:25]([CH3:27])[CH3:26])=[O:20])[CH2:16]1. Procedure details: 2,2-dimethoxy propane (1050 ml) and 2.6 ml of methane sulfonic acid added to a solution of 280 grams of (3R,5S)-6-chloro-3,5-dihydroxy-N,N-diisopropylhexanamide, 1500 ml of acetone. Stirred the reaction mixture for 3 hours at 25-35° C. Quenched the reaction mixture with sodium bicarbonate solution. Separated the organic and inorganic phases. Extracted the aqueous layer with petroleum ether and washed the organic layer with brine solution. Dried the organic layer over sodium sulfate. Distilled th... Starting materials: C(C=1C(O)=CC=CC1)(=O)O (Salicylic acid), C1(O)=CC(O)=CC(O)=C1 (phloroglucinol), ice water. Solvent: ice water. Reaction conditions: temperature 80 celsius, time 4 hour. Product: OC1=CC(=CC=2OC3=CC=CC=C3C(C12)=O)O (1,3-dihydroxy-9H-xanthen-9-one). Yield: 93.4%. RXN SMILES: [C:1](O)(=[O:9])[C:2]1[C:3](=[CH:5][CH:6]=[CH:7][CH:8]=1)O.[C:11]1([CH:19]=[C:17]([OH:18])[CH:16]=[C:14]([OH:15])[CH:13]=1)[OH:12]>>[OH:12][C:11]1[C:19]2[C:1](=[O:9])[C:2]3[C:8](=[CH:7][CH:6]=[CH:5][CH:3]=3)[O:18][C:17]=2[CH:16]=[C:14]([OH:15])[CH:13]=1. Procedure: Salicylic acid (1.25 g, 9.1 mmol), phloroglucinol (1.26 g, 10 mmol), ZnCl□(3.1 g, 22.8 mmol) and POCl□ (8 mL) were charged to a dry round-bottom flask, and the reaction mixture was stirred at 80° C. for 4 hours. After the reaction was completed, the reaction mixture was cooled to room temperature and was very slowly added to ice water. When the reaction liquid was poured in ice water, ice was added portionwise to prevent overheating. The resulting precipitate was allowed to stand at 4° C. overni... Starting materials: Brc1ccsc1, CC(=O)O, CC(=O)OC(C)=O, O=[N+]([O-])O. Product: O=[N+]([O-])c1sccc1Br. RXN SMILES: [Br:12][c:13]1[cH:14][s:15][cH:16][cH:17]1.[CH3:18][C:19](=[O:20])[OH:21].[CH3:5][C:6]([O:7][C:8](=[O:9])[CH3:10])=[O:11].[OH:1][N+:2]([O-:3])=[O:4]>>[O-:1][N+:2](=[O:4])[c:14]1[c:13]([Br:12])[cH:17][cH:16][s:15]1. Reaction SMILES: [C:17]([C:18](=[O:19])[O:20][CH2:21][CH3:22])(=[O:23])[O:24][CH2:25][CH3:26].[C:1]([CH3:2])(=[O:3])[CH:4]1[CH2:5][O:6][c:7]2[cH:8][cH:9][cH:10][cH:11][c:12]2[C:13]1=[O:14].[CH3:27][C:28](=[O:29])[OH:30].[H-:15].[Na+:16].[O:31]1[CH2:32][CH2:33][CH2:34][CH2:35]1>>[C:1]([CH2:2][C:17]([C:18](=[O:19])[O:20][CH2:21][CH3:22])=[O:23])(=[O:3])[CH:4]1[CH2:5][O:6][c:7]2[cH:8][cH:9][cH:10][cH:11][c:12]2[C:13]1=[O:14]. The product is CCOC(=O)C(=O)CC(=O)C1COc2ccccc2C1=O. Starting materials: CCOC(=O)C(=O)OCC, CC(=O)C1COc2ccccc2C1=O, CC(=O)O, [H-], [Na+], C1CCOC1.